From a dataset of the Open Reaction Database (ORD), a public repository of structured organic reaction records. describe an organic reaction: reactants, conditions, products, and yield The reactants are CO, [N-]=[N+]=NC1COC(C(c2ccccc2)c2ccccc2)CC1O. Yields the product NC1COC(C(c2ccccc2)c2ccccc2)CC1O. Reaction SMILES: [CH3:24][OH:25].[N:1](=[N+:2]=[N-:3])[CH:4]1[CH:5]([OH:23])[CH2:6][CH:7]([CH:10]([c:11]2[cH:12][cH:13][cH:14][cH:15][cH:16]2)[c:17]2[cH:18][cH:19][cH:20][cH:21][cH:22]2)[O:8][CH2:9]1>>[NH2:1][CH:4]1[CH:5]([OH:23])[CH2:6][CH:7]([CH:10]([c:11]2[cH:12][cH:13][cH:14][cH:15][cH:16]2)[c:17]2[cH:18][cH:19][cH:20][cH:21][cH:22]2)[O:8][CH2:9]1. Starting materials: CN(CCCCl)C (3-dimethylaminopropyl chloride), ice water, ClC1=CC2=C(OCC3=C(C2C#N)C=CC=C3)C=C1 (2-Chloro-11-cyano-6,11-dihydrodibenz[b,e]oxepin), [H-].[Na+] (Sodium hydride). Run in CN(C=O)C (DMF), CN(C=O)C (dimethylformamide). Conditions: temperature 5 celsius, time 5 minute. The product is Cl.ClC1=CC2=C(OCC3=C(C2(CCCN(C)C)C#N)C=CC=C3)C=C1 (2-Chloro-11-cyano-11-[3-(dimethylamino)propyl]-6,11-dihydrodibenz[b,e]oxepin hydrochloride). The yield is 31.2%. As a reaction SMILES: [Cl:1][C:2]1[CH:18]=[CH:17][C:5]2[O:6][CH2:7][C:8]3[CH:16]=[CH:15][CH:14]=[CH:13][C:9]=3[CH:10]([C:11]#[N:12])[C:4]=2[CH:3]=1.[H-].[Na+].[CH3:21][N:22]([CH3:27])[CH2:23][CH2:24][CH2:25]Cl>CN(C)C=O>[ClH:1].[Cl:1][C:2]1[CH:18]=[CH:17][C:5]2[O:6][CH2:7][C:8]3[CH:16]=[CH:15][CH:14]=[CH:13][C:9]=3[C:10]([C:11]#[N:12])([CH2:25][CH2:24][CH2:23][N:22]([CH3:27])[CH3:21])[C:4]=2[CH:3]=1 |f:1.2,5.6|. Procedure: 2-Chloro-11-cyano-6,11-dihydrodibenz[b,e]oxepin (4.6 g; 0.017 mole) of Example 25B is dissolved in dry dimethylformamide (DMF) [40 ml] under nitrogen and cooled to 5° C. Sodium hydride (99%) (0.45 g; 0.018 mole) is added in one portion and stirred for five minutes. It is then brought to ambient temperature and stirred for thirty minutes. After cooling to 3° C. 3-dimethylaminopropyl chloride (2.18 g; 0.018 mole) in dry DMF (20 ml) is added dropwise. Upon completion of the addition, the reaction m... The reactants are hydrochloride salt, CC1=CC=C(C=C1)S(=O)(=O)OCC1OC2=C(C1)C=C(C=C2C2=C(C=CC(=C2)F)F)Cl ((±)-[5-chloro-7-(2,5-difluorophenyl)-2,3-dihydro-1-benzofuran-2-yl]methyl 4-methylbenzenesulfonate), CN (methylamine). Yields the product ClC=1C=C(C2=C(CC(O2)CNC)C1)C1=C(C=CC(=C1)F)F ((±)-{[5-chloro-7-(2,5-difluorophenyl)-2,3-dihydro-1-benzofuran-2-yl]methyl}methylamine). As a reaction SMILES: CC1C=CC(S(O[CH2:12][CH:13]2[CH2:17][C:16]3[CH:18]=[C:19]([Cl:30])[CH:20]=[C:21]([C:22]4[CH:27]=[C:26]([F:28])[CH:25]=[CH:24][C:23]=4[F:29])[C:15]=3[O:14]2)(=O)=O)=CC=1.[CH3:31][NH2:32]>>[Cl:30][C:19]1[CH:20]=[C:21]([C:22]2[CH:27]=[C:26]([F:28])[CH:25]=[CH:24][C:23]=2[F:29])[C:15]2[O:14][CH:13]([CH2:12][NH:32][CH3:31])[CH2:17][C:16]=2[CH:18]=1. Procedure: The title compound was prepared (0.090 g, 67%) following the general procedure of Example 390 as a white solid, hydrochloride salt from (±)-[5-chloro-7-(2,5-difluorophenyl)-2,3-dihydro-1-benzofuran-2-yl]methyl 4-methylbenzenesulfonate (0.175 g, 0.39 mmol) and methylamine (0.120 g, 3.9 mmol). mp 189-191° C. Reactants: O=Cc1ccc(Br)cc1, C#C[Si](C)(C)C, Cc1ccccc1, C1CCC(NC2CCCCC2)CC1, [Cl-], [Cu]I, [Na+], CC(=O)[O-], CC(=O)[O-], C1CCOC1, [Pd+2]. Product: C[Si](C)(C)C#Cc1ccc(C=O)cc1. As a reaction SMILES: [Br:14][c:15]1[cH:16][cH:17][c:18]([CH:19]=[O:20])[cH:21][cH:22]1.[CH3:23][Si:24]([CH3:25])([CH3:26])[C:27]#[CH:28].[CH3:42][c:43]1[cH:44][cH:45][cH:46][cH:47][cH:48]1.[CH:1]1([NH:2][CH:3]2[CH2:4][CH2:5][CH2:6][CH2:7][CH2:8]2)[CH2:9][CH2:10][CH2:11][CH2:12][CH2:13]1.[Cl-:30].[Cu:40][I:41].[Na+:29].[O-:32][C:33]([CH3:34])=[O:35].[O-:36][C:37]([CH3:38])=[O:39].[O:49]1[CH2:50][CH2:51][CH2:52][CH2:53]1.[Pd+2:31]>>[c:15]1([C:28]#[C:27][Si:24]([CH3:23])([CH3:25])[CH3:26])[cH:16][cH:17][c:18]([CH:19]=[O:20])[cH:21][cH:22]1. Product: FC1=CC2=C(NC(=N2)C2=NNC=C2NC(=O)N2CCCCC2)C=C1N1CCNCC1 (N-[3-(5-fluoro-6-piperazin-1-yl-1H-benzimidazol-2-yl)-1H-pyrazol-4-yl]-piperidine-1-carboxamide). The solvent is FC(C(=O)O)(F)F (trifluoroacetic acid). Procedure details: 0.5 mL of water is added to a solution of 380 mg of 4-{6-fluoro-2-[4-[(piperidine-1-carbonyl)amino]-1-(tetrahydropyran-2-yl)-1H-pyrazol-3-yl]-3H-benzimidazol-5-yl}piperazine-1-carboxylic acid tert-butyl ester in solution in 2 mL of trifluoroacetic acid. The reaction medium is stirred at 22° C. for 48 hours. The reaction medium is concentrated under vacuum in a rotary evaporator. The reaction crude is purified by flash chromatography on an Intelliflash apparatus on an Analogix RS-40 cartridge. Th... Reaction conditions: temperature 22 celsius, time 48 hour. As a reaction SMILES: O.C(OC([N:9]1[CH2:14][CH2:13][N:12]([C:15]2[C:43]([F:44])=[CH:42][C:18]3[N:19]=[C:20]([C:22]4[C:26]([NH:27][C:28]([N:30]5[CH2:35][CH2:34][CH2:33][CH2:32][CH2:31]5)=[O:29])=[CH:25][N:24](C5CCCCO5)[N:23]=4)[NH:21][C:17]=3[CH:16]=2)[CH2:11][CH2:10]1)=O)(C)(C)C>FC(F)(F)C(O)=O>[F:44][C:43]1[C:15]([N:12]2[CH2:13][CH2:14][NH:9][CH2:10][CH2:11]2)=[CH:16][C:17]2[NH:21][C:20]([C:22]3[C:26]([NH:27][C:28]([N:30]4[CH2:35][CH2:34][CH2:33][CH2:32][CH2:31]4)=[O:29])=[CH:25][NH:24][N:23]=3)=[N:19][C:18]=2[CH:42]=1. Starting materials: O (water), C(C)(C)(C)OC(=O)N1CCN(CC1)C1=CC2=C(N=C(N2)C2=NN(C=C2NC(=O)N2CCCCC2)C2OCCCC2)C=C1F (4-{6-fluoro-2-[4-[(piperidine-1-carbonyl)amino]-1-(tetrahydropyran-2-yl)-1H-pyrazol-3-yl]-3H-benzimidazol-5-yl}piperazine-1-carboxylic acid tert-butyl ester). Isolated yield 74.2%. Reactants: CC(C)(CC=Cc1cccc(Oc2ccccc2)c1)c1ccc2c(c1)OCO2, CC(C)(C=CCc1cccc(Oc2ccccc2)c1)c1ccc2c(c1)OCO2. Product: CC(C)(CCCc1cccc(Oc2ccccc2)c1)c1ccc2c(c1)OCO2. Reaction SMILES: [O:1]([c:2]1[cH:3][cH:4][cH:5][cH:6][cH:7]1)[c:8]1[cH:9][c:10]([CH:14]=[CH:15][CH2:16][C:17]([CH3:18])([CH3:19])[c:20]2[cH:21][c:22]3[c:23]([cH:24][cH:25]2)[O:26][CH2:27][O:28]3)[cH:11][cH:12][cH:13]1.[O:29]([c:30]1[cH:31][c:32]([CH2:33][CH:34]=[CH:35][C:36]([c:37]2[cH:38][cH:39][c:40]3[c:44]([cH:45]2)[O:43][CH2:42][O:41]3)([CH3:46])[CH3:47])[cH:48][cH:49][cH:50]1)[c:51]1[cH:52][cH:53][cH:54][cH:55][cH:56]1>>[O:1]([c:2]1[cH:3][cH:4][cH:5][cH:6][cH:7]1)[c:8]1[cH:9][c:10]([CH2:14][CH2:15][CH2:16][C:17]([CH3:18])([CH3:19])[c:20]2[cH:21][c:22]3[c:23]([cH:24][cH:25]2)[O:26][CH2:27][O:28]3)[cH:11][cH:12][cH:13]1. As a reaction SMILES: [BH4-:30].[CH3:1][O:2][c:3]1[cH:4][c:5]2[c:6]([NH:18][c:19]3[c:20]([CH3:29])[cH:21][c:22]([C:25](=[O:26])[O:27][CH3:28])[cH:23][cH:24]3)[c:7]([C:15](=[O:16])[NH2:17])[cH:8][n:9][c:10]2[cH:11][c:12]1[O:13][CH3:14].[CH3:33][C:34](=[O:35])[OH:36].[Li+:31].[O:37]1[CH2:38][CH2:39][CH2:40][CH2:41]1.[OH2:32]>>[CH3:1][O:2][c:3]1[cH:4][c:5]2[c:6]([NH:18][c:19]3[c:20]([CH3:29])[cH:21][c:22]([CH2:25][OH:26])[cH:23][cH:24]3)[c:7]([C:15](=[O:16])[NH2:17])[cH:8][n:9][c:10]2[cH:11][c:12]1[O:13][CH3:14]. Yields the product COc1cc2ncc(C(N)=O)c(Nc3ccc(CO)cc3C)c2cc1OC. Reactants: [BH4-], COC(=O)c1ccc(Nc2c(C(N)=O)cnc3cc(OC)c(OC)cc23)c(C)c1, CC(=O)O, [Li+], C1CCOC1, O. The reactants are CCOC(C)OC(c1noc(-c2cc(OC)c(Br)c(OC)c2)n1)C(OC)c1ccc(N2CCOCC2)cc1, CO, Cc1ccc(S(=O)(=O)[O-])cc1, c1cc[nH+]cc1. The product is COc1cc(-c2nc(C(O)C(OC)c3ccc(N4CCOCC4)cc3)no2)cc(OC)c1Br. Reaction SMILES: [Br:1][c:2]1[c:3]([O:37][CH3:38])[cH:4][c:5](-[c:10]2[n:11][c:12]([CH:15]([CH:16]([O:17][CH3:18])[c:19]3[cH:20][cH:21][c:22]([N:25]4[CH2:26][CH2:27][O:28][CH2:29][CH2:30]4)[cH:23][cH:24]3)[O:31][CH:32]([O:33][CH2:34][CH3:35])[CH3:36])[n:13][o:14]2)[cH:6][c:7]1[O:8][CH3:9].[CH3:56][OH:57].[c:39]1([CH3:40])[cH:41][cH:42][c:43]([S:44]([O-:45])(=[O:46])=[O:47])[cH:48][cH:49]1.[nH+:50]1[cH:51][cH:52][cH:53][cH:54][cH:55]1>>[Br:1][c:2]1[c:3]([O:37][CH3:38])[cH:4][c:5](-[c:10]2[n:11][c:12]([CH:15]([CH:16]([O:17][CH3:18])[c:19]3[cH:20][cH:21][c:22]([N:25]4[CH2:26][CH2:27][O:28][CH2:29][CH2:30]4)[cH:23][cH:24]3)[OH:31])[n:13][o:14]2)[cH:6][c:7]1[O:8][CH3:9].